This data is from the Open Reaction Database (ORD), a public repository of structured organic reaction records. The task is: describe an organic reaction: reactants, conditions, products, and yield Reactants: N (ammonia), ClC(=O)N1C2=C(C(NC3=C1C=CC=C3)=O)C=CC=N2 (11-(chlorocarbonyl)-6,11-dihydro-5H-pyrido[2,3-b][1,5]benzodiazepin-5-one), N1(CCCCC1)CCC1CNCCO1 (2-[2-(1-piperidinyl)ethyl]morpholine), C(C)(C)OC(C)C (diisopropylether). Solvent: C(C)(=O)OCC.CO (ethyl acetate methanol). Product: N1(CCCCC1)CCC1CN(CCO1)C(=O)N1C2=C(C(NC3=C1C=CC=C3)=O)C=CC=N2 (6,11-Dihydro-11-[[2-[2-(1-piperidinyl)ethyl]-4-morpholinyl]carbonyl]-5H-pyrido[2,3-b][1,5]benzodiazepin-5-one). The yield is 78.0%. As a reaction SMILES: Cl[C:2]([N:4]1[C:10]2[CH:11]=[CH:12][CH:13]=[CH:14][C:9]=2[NH:8][C:7](=[O:15])[C:6]2[CH:16]=[CH:17][CH:18]=[N:19][C:5]1=2)=[O:3].[N:20]1([CH2:26][CH2:27][CH:28]2[O:33][CH2:32][CH2:31][NH:30][CH2:29]2)[CH2:25][CH2:24][CH2:23][CH2:22][CH2:21]1.C(OC(C)C)(C)C.N>C(OCC)(=O)C.CO>[N:20]1([CH2:26][CH2:27][CH:28]2[O:33][CH2:32][CH2:31][N:30]([C:2]([N:4]3[C:10]4[CH:11]=[CH:12][CH:13]=[CH:14][C:9]=4[NH:8][C:7](=[O:15])[C:6]4[CH:16]=[CH:17][CH:18]=[N:19][C:5]3=4)=[O:3])[CH2:29]2)[CH2:25][CH2:24][CH2:23][CH2:22][CH2:21]1 |f:4.5|. Procedure details: Prepared analogously to Example 4 from 11-(chlorocarbonyl)-6,11-dihydro-5H-pyrido[2,3-b][1,5]benzodiazepin-5-one and 2-[2-(1-piperidinyl)ethyl]morpholine in a yield of 78% of theory. Colourless crystals, m.p. 136°-138° C. (diisopropylether), Rf 0.46 (Macherey-Nagel, Polygram® SIL G/UV254, pre-coated plastic sheets for TLC; eluant: ethyl acetate/methanol/conc. ammonia 100/30/3, v/v/v).